From a dataset of the Open Reaction Database (ORD), a public repository of structured organic reaction records. describe an organic reaction: reactants, conditions, products, and yield The reactants are OCC(=O)C1=CC=CC=C1 (2-hydroxyacetophenone), CC=1N=CSC1C=O (4-methylthiazole-5-carboxaldehyde), O([Na])C (NaOCH3), C1CCOC1 (THF). The product is C1(=CC=CC=C1)C=CC(=O)C1=CC=CC=C1 (chalcone). Yield: 5.2%. Reaction SMILES: O[CH2:2][C:3]([C:5]1[CH:10]=[CH:9][CH:8]=[CH:7][CH:6]=1)=[O:4].[CH3:11][C:12]1N=CS[C:16]=1C=O.O(C)[Na].[CH2:22]1[CH2:26]O[CH2:24][CH2:23]1>>[C:22]1([CH:26]=[CH:2][C:3]([C:5]2[CH:10]=[CH:9][CH:8]=[CH:7][CH:6]=2)=[O:4])[CH:16]=[CH:12][CH:11]=[CH:24][CH:23]=1. Procedure details: 2.21 g (16.3 mmol) of 2-hydroxyacetophenone, 1.96 g of 4-methylthiazole-5-carboxaldehyde (7.86 mmol), and 10 ml of 25% NaOCH3 were reacted in 50 ml of dry THF to give 1.59 g (5.2%) of chalcone after purification. 1H NMR (300 MHz, CDCl3): δ 12.73 (s, 1H), 8.76 (s, 1H), 8.05 (d, d, J=0.9, 15.0 Hz, 1H), 7.82 (d, d, J=1.5, 8.1 Hz, 1H), 7.49 (d, d, d, J=1.5, 7.2, 8.4 Hz, 1H), 7.31 (d, J=15.0 Hz, 1H), 7.00 (d, d, J=0.9, 8.4 Hz, 1H), 6.95-6.93 (m, 1H), 2.62 (s, 3H). Reactants: solid, CNC (dimethylamine), C(C)OC(CNC1=C(C=NC=C1)[N+](=O)[O-])=O (N-(3-nitro-4-pyridinyl)glycine ethyl ester), [O-][Si](=O)[O-].[Mg+2] (Florisil). Run in C(Cl)Cl (methylene chloride), C(C)O (ethanol), petroleum ether. Product: CN(C(CNC1=C(C=NC=C1)[N+](=O)[O-])=O)C (N,N-Dimethyl-2-[(3-nitro-4-pyridinyl)amino]acetamide). Reaction SMILES: [CH3:1][NH:2][CH3:3].C(O[C:7](=[O:19])[CH2:8][NH:9][C:10]1[CH:15]=[CH:14][N:13]=[CH:12][C:11]=1[N+:16]([O-:18])=[O:17])C.[O-][Si]([O-])=O.[Mg+2]>C(O)C.C(Cl)Cl>[CH3:1][N:2]([CH3:3])[C:7](=[O:19])[CH2:8][NH:9][C:10]1[CH:15]=[CH:14][N:13]=[CH:12][C:11]=1[N+:16]([O-:18])=[O:17] |f:2.3|. Procedure details: Condensed dimethylamine (20 ml) was added in portions to a solution of crude N-(3-nitro-4-pyridinyl)glycine ethyl ester (4.0 g, 0.018 mole) in absolute ethanol (10 ml). The reaction was allowed to stir at ambient temperature over the weekend. The mixture was diluted with petroleum ether and the solid was collected by filtration. The solid 3-g was dissolved in tetrahydrofuran, filtered and diluted with isopropyl ether to produce a dark amorphous solid which was filtered off. The filtrate was furt... The reactants are ClCCl, CC(=O)[O-], CO, CC(=O)O, CCOC(C)=O, Cc1cc(CC(=O)O)cc(C)c1Oc1cc(C(C)C)c(Cl)nn1, [Na+]. Yields the product Cc1cc(CC(=O)O)cc(C)c1Oc1cc(C(C)C)c(=O)[nH]n1. Reaction SMILES: [CH2:41]([Cl:42])[Cl:43].[CH3:25][C:26]([O-:27])=[O:28].[CH3:29][OH:30].[CH3:31][C:32](=[O:33])[OH:34].[CH3:35][CH2:36][O:37][C:38](=[O:39])[CH3:40].[Cl:1][c:2]1[c:3]([CH:21]([CH3:22])[CH3:23])[cH:4][c:5]([O:8][c:9]2[c:10]([CH3:20])[cH:11][c:12]([CH2:16][C:17](=[O:18])[OH:19])[cH:13][c:14]2[CH3:15])[n:6][n:7]1.[Na+:24]>>[c:2]1(=[O:27])[c:3]([CH:21]([CH3:22])[CH3:23])[cH:4][c:5]([O:8][c:9]2[c:10]([CH3:20])[cH:11][c:12]([CH2:16][C:17](=[O:18])[OH:19])[cH:13][c:14]2[CH3:15])[n:6][nH:7]1. The reactants are CC(C)CON=O, CCOC(C)=O, COC(=O)Cc1ccc(Oc2ccc(C(=O)NCCc3ccc(Cl)cc3)cc2N)c(Cl)c1, CN(C)C=O. Yields the product COC(=O)Cc1ccc(Oc2ccc(C(=O)NCCc3ccc(Cl)cc3)cc2)c(Cl)c1. As a reaction SMILES: [CH3:1][CH:2]([CH2:3][O:4][N:5]=[O:6])[CH3:7].[CH3:45][CH2:46][O:47][C:48](=[O:49])[CH3:50].[Cl:8][c:9]1[cH:10][cH:11][c:12]([CH2:13][CH2:14][NH:15][C:16](=[O:17])[c:18]2[cH:19][c:20]([NH2:37])[c:21]([O:22][c:23]3[c:24]([Cl:34])[cH:25][c:26]([CH2:29][C:30](=[O:31])[O:32][CH3:33])[cH:27][cH:28]3)[cH:35][cH:36]2)[cH:38][cH:39]1.[O:40]=[CH:41][N:42]([CH3:43])[CH3:44]>>[Cl:8][c:9]1[cH:10][cH:11][c:12]([CH2:13][CH2:14][NH:15][C:16](=[O:17])[c:18]2[cH:19][cH:20][c:21]([O:22][c:23]3[c:24]([Cl:34])[cH:25][c:26]([CH2:29][C:30](=[O:31])[O:32][CH3:33])[cH:27][cH:28]3)[cH:35][cH:36]2)[cH:38][cH:39]1. Reactants: C(C1=CC=CC=C1)(=O)NC=1C=2N=CN([C@H]3C[C@H](OC(C4=CC=C(C=C4)OC)(C4=CC=C(C=C4)OC)C4=CC=CC=C4)[C@@H](CO[Si](C)(C)C(C)(C)C)O3)C2N=CN1 (N6-benzoyl-5′-O-(tert-butyldimethylsilyl)-3′-O-(4,4′-dimethoxytrityl)-2′-deoxyadenosine), [F-].C(CCC)[N+](CCCC)(CCCC)CCCC (tetrabutylammonium fluoride), resultant solution. Solvent: C1CCOC1 (THF), C1CCOC1 (THF), C1CCOC1 (THF). Reaction conditions: time 8 hour. The product is C(C1=CC=CC=C1)(=O)NC=1C=2N=CN([C@H]3C[C@H](OC(C4=CC=C(C=C4)OC)(C4=CC=C(C=C4)OC)C4=CC=CC=C4)[C@@H](CO)O3)C2N=CN1 (N6-bezoyl-3′-O-(4,4′-dimethoxytrityl)-2′-deoxyadenosine). Yield: 100.0%. As a reaction SMILES: [C:1]([NH:9][C:10]1[C:11]2[N:12]=[CH:13][N:14]([C:53]=2[N:54]=[CH:55][N:56]=1)[C@@H:15]1[O:52][C@H:42]([CH2:43][O:44][Si](C(C)(C)C)(C)C)[C@@H:17]([O:18][C:19]([C:36]2[CH:41]=[CH:40][CH:39]=[CH:38][CH:37]=2)([C:28]2[CH:33]=[CH:32][C:31]([O:34][CH3:35])=[CH:30][CH:29]=2)[C:20]2[CH:25]=[CH:24][C:23]([O:26][CH3:27])=[CH:22][CH:21]=2)[CH2:16]1)(=[O:8])[C:2]1[CH:7]=[CH:6][CH:5]=[CH:4][CH:3]=1.[F-].C([N+](CCCC)(CCCC)CCCC)CCC>C1COCC1>[C:1]([NH:9][C:10]1[C:11]2[N:12]=[CH:13][N:14]([C:53]=2[N:54]=[CH:55][N:56]=1)[C@@H:15]1[O:52][C@H:42]([CH2:43][OH:44])[C@@H:17]([O:18][C:19]([C:36]2[CH:37]=[CH:38][CH:39]=[CH:40][CH:41]=2)([C:28]2[CH:33]=[CH:32][C:31]([O:34][CH3:35])=[CH:30][CH:29]=2)[C:20]2[CH:25]=[CH:24][C:23]([O:26][CH3:27])=[CH:22][CH:21]=2)[CH2:16]1)(=[O:8])[C:2]1[CH:3]=[CH:4][CH:5]=[CH:6][CH:7]=1 |f:1.2|. Procedure: N6-benzoyl-5′-O-(tert-butyldimethylsilyl)-3′-O-(4,4′-dimethoxytrityl)-2′-deoxyadenosine (16.2 g) was dissolved in 200 ml of dry THF. A THF solution (31 ml) of tetrabutylammonium fluoride was added to the resultant solution and 100 ml of dry THF was further added, followed by stirring at room temperature. After 8 hours, THF was distilled off and extraction using chloroform was carried out. The extract was then washed by a saturated solution of sodium chloride and dried with anhydrous magnesium su... Starting materials: ClC1=CC=C(OCC2=NC3=C(N2CCCC2CN(CCC2)C(=O)OC(C)(C)C)C=CC=C3OCCCC3CN(CCC3)C(=O)OC(C)(C)C)C=C1 ((RS) 2-(4-chlorophenoxymethyl)-4-[3-[1-(t-butoxycarbonyl)piperidin-3-yl]propoxy]-1-[3-[1-(t-butoxycarbonyl)piperidin-3-yl]propyl]benzimidazole), FC(C(=O)O)(F)F (trifluoroacetic acid). Yields the product ClC1=CC=C(OCC2=NC3=C(N2CCCC2CNCCC2)C=CC=C3OCCCC3CNCCC3)C=C1 ((RS) 2-(4-chlorophenoxymethyl)-4-[3-(piperidin-3-yl)propoxy]-1-[3-(piperidin-3-yl)propyl]benzimidazole). As a reaction SMILES: [Cl:1][C:2]1[CH:51]=[CH:50][C:5]([O:6][CH2:7][C:8]2[N:12]([CH2:13][CH2:14][CH2:15][CH:16]3[CH2:21][CH2:20][CH2:19][N:18](C(OC(C)(C)C)=O)[CH2:17]3)[C:11]3[CH:29]=[CH:30][CH:31]=[C:32]([O:33][CH2:34][CH2:35][CH2:36][CH:37]4[CH2:42][CH2:41][CH2:40][N:39](C(OC(C)(C)C)=O)[CH2:38]4)[C:10]=3[N:9]=2)=[CH:4][CH:3]=1.FC(F)(F)C(O)=O>>[Cl:1][C:2]1[CH:3]=[CH:4][C:5]([O:6][CH2:7][C:8]2[N:12]([CH2:13][CH2:14][CH2:15][CH:16]3[CH2:21][CH2:20][CH2:19][NH:18][CH2:17]3)[C:11]3[CH:29]=[CH:30][CH:31]=[C:32]([O:33][CH2:34][CH2:35][CH2:36][CH:37]4[CH2:42][CH2:41][CH2:40][NH:39][CH2:38]4)[C:10]=3[N:9]=2)=[CH:50][CH:51]=1. Procedure: The title compound is prepared from (RS) 2-(4-chlorophenoxymethyl)-4-[3-[1-(t-butoxycarbonyl)piperidin-3-yl]propoxy]-1-[3-[1-(t-butoxycarbonyl)piperidin-3-yl]propyl]benzimidazole by standard deprotection techniques using trifluoroacetic acid.